Dataset: the Open Reaction Database (ORD), a public repository of structured organic reaction records. Task: describe an organic reaction: reactants, conditions, products, and yield The reactants are O=S(=O)(O)Cl, ClCCl, COc1ccc2c(c1)CCN(C(=O)C(F)(F)F)C2. Product: COc1cc2c(cc1S(=O)(=O)Cl)CN(C(=O)C(F)(F)F)CC2. As a reaction SMILES: [Cl:1][S:2](=[O:3])(=[O:4])[OH:5].[Cl:24][CH2:25][Cl:26].[F:6][C:7]([C:8](=[O:9])[N:10]1[CH2:11][c:12]2[cH:13][cH:14][c:15]([O:20][CH3:21])[cH:16][c:17]2[CH2:18][CH2:19]1)([F:22])[F:23]>>[Cl:1][S:2](=[O:3])(=[O:5])[c:14]1[cH:13][c:12]2[c:17]([cH:16][c:15]1[O:20][CH3:21])[CH2:18][CH2:19][N:10]([C:8]([C:7]([F:6])([F:22])[F:23])=[O:9])[CH2:11]2. Starting materials: COC=1C=C(C=O)C=CC1 (3-methoxybenzaldehyde), Alkene, CCCCCC.CCOCC (Hexane Et2O), COC1=CC2=C(N=C(S2)C2=CC=C(CP(OCC)(OCC)=O)C=C2)C=C1 (diethyl 4-(6-methoxybenzothiazol-2-yl)benzylphosphonate), CC(C)([O-])C.[K+] (potassium t-butoxide). Run in C1CCOC1 (THF), C1CCOC1 (THF). Product: COC=1C=C(C=CC1)C=CC1=CC=C(C=C1)C=1SC2=C(N1)C=CC(=C2)C (2-{4-[2-(3-Methoxyphenyl)-vinyl]-phenyl}-6-methylbenzothiazole). Isolated yield 33.7%. Reaction SMILES: CO[C:3]1[CH:26]=[CH:25][C:6]2[N:7]=[C:8]([C:10]3[CH:24]=[CH:23][C:13]([CH2:14]P(=O)(OCC)OCC)=[CH:12][CH:11]=3)[S:9][C:5]=2[CH:4]=1.[CH3:27]C(C)([O-])C.[K+].[CH3:33][O:34][C:35]1[CH:36]=[C:37]([CH:40]=[CH:41][CH:42]=1)[CH:38]=O.CCCCCC.CCOCC>C1COCC1>[CH3:33][O:34][C:35]1[CH:36]=[C:37]([CH:38]=[CH:14][C:13]2[CH:12]=[CH:11][C:10]([C:8]3[S:9][C:5]4[CH:4]=[C:3]([CH3:27])[CH:26]=[CH:25][C:6]=4[N:7]=3)=[CH:24][CH:23]=2)[CH:40]=[CH:41][CH:42]=1 |f:1.2,4.5|. Reported procedure: Prepared as described in the Alkene Formation section using diethyl 4-(6-methoxybenzothiazol-2-yl)benzylphosphonate (0.05 g, 0.133 mmol) in dry THF (5 ml), potassium t-butoxide (0.03 g, 0.266 mmol) and 3-methoxybenzaldehyde (0.018 g, 0.133 mmol) in dry THF (5 ml) to give the title compound (0.016 g, 34%) as a yellow solid after work-up and flash chromatography (4:1 Hexane/Et2O). The reactants are [OH-].[Na+] (sodium hydroxide), NC=1C=C(C(=O)O)C=C(C1NCCCC)S(N)(=O)=O (3-amino-4-butylamino-5-sulphamyl-benzoic acid), C(C1=CC=CC=C1)Br (Benzyl bromide), [OH-].[Na+] (sodium hydroxide). The solvent is O (water). The product is C(C1=CC=CC=C1)NC=1C=C(C(=O)O)C=C(C1NCCCC)S(N)(=O)=O (3-benzylamino-4-butylamino-5-sulphamyl-benzoic acid). RXN SMILES: [NH2:1][C:2]1[CH:3]=[C:4]([CH:8]=[C:9]([S:16](=[O:19])(=[O:18])[NH2:17])[C:10]=1[NH:11][CH2:12][CH2:13][CH2:14][CH3:15])[C:5]([OH:7])=[O:6].[OH-].[Na+].[CH2:22](Br)[C:23]1[CH:28]=[CH:27][CH:26]=[CH:25][CH:24]=1>O>[CH2:22]([NH:1][C:2]1[CH:3]=[C:4]([CH:8]=[C:9]([S:16](=[O:19])(=[O:18])[NH2:17])[C:10]=1[NH:11][CH2:12][CH2:13][CH2:14][CH3:15])[C:5]([OH:7])=[O:6])[C:23]1[CH:28]=[CH:27][CH:26]=[CH:25][CH:24]=1 |f:1.2|. Procedure: A suspension of 3-amino-4-butylamino-5-sulphamyl-benzoic acid (6.5 g) in water (30 ml) was adjusted to pH 7.5 H by addition of 1N sodium hydroxide. Benzyl bromide (3.87 g) was added and, under stirring, the pH was kept at pH 7.5 by automatic titration with 1N sodium hydroxide. After the base consumption had become negligible, the pH was adjusted to 3 by addition of diluted hydrochloric acid. The precipitated 3-benzylamino-4-butylamino-5-sulphamyl-benzoic acid was collected and recrystallized sev...